This data is from the Open Reaction Database (ORD), a public repository of structured organic reaction records. The task is: describe an organic reaction: reactants, conditions, products, and yield Starting materials: C12(CC3CC(CC(C1)C3)C2)C2=C(C=CC(=C2)Br)O (2-(1-adamantyl)-4-bromophenol), [H-].[Na+] (sodium hydride), ICCCCCCCCCC (1-iododecane), CN(C)C=O (DMF). The solvent is C1CCOC1 (THF), O (water), C1CCOC1 (THF). Reaction conditions: time 12 hour. Product: C12(CC3CC(CC(C1)C3)C2)C2=C(C=CC(=C2)Br)OCCCCCCCCCC (2-(1-adamantyl)-4-bromo-1-decyloxybenzene). Yield: 95.7%. As a reaction SMILES: [H-].[Na+].[C:3]12([C:13]3[CH:18]=[C:17]([Br:19])[CH:16]=[CH:15][C:14]=3[OH:20])[CH2:12][CH:7]3[CH2:8][CH:9]([CH2:11][CH:5]([CH2:6]3)[CH2:4]1)[CH2:10]2.I[CH2:22][CH2:23][CH2:24][CH2:25][CH2:26][CH2:27][CH2:28][CH2:29][CH2:30][CH3:31].CN(C=O)C>C1COCC1.O>[C:3]12([C:13]3[CH:18]=[C:17]([Br:19])[CH:16]=[CH:15][C:14]=3[O:20][CH2:22][CH2:23][CH2:24][CH2:25][CH2:26][CH2:27][CH2:28][CH2:29][CH2:30][CH3:31])[CH2:4][CH:5]3[CH2:11][CH:9]([CH2:8][CH:7]([CH2:6]3)[CH2:12]1)[CH2:10]2 |f:0.1|. Procedure details: To a suspension of sodium hydride (80% in oil, 3.2 g, 104 mmol) in 100 ml of THF, there is slowly added a solution of 2-(1-adamantyl)-4-bromophenol (29 g, 95 mmol) in 200 ml of THF. The mixture is stirred until the evolution of gas ceases at which point 27.8 g (23 ml, 104 mmol) of 1-iododecane and 100 ml of DMF are added. The mixture is stirred for 12 hours at ambient temperature, poured into water, extracted with ether, dried and the solvents evaporated. The resulting residue is purified by pas...